From a dataset of the Open Reaction Database (ORD), a public repository of structured organic reaction records. describe an organic reaction: reactants, conditions, products, and yield Starting materials: COc1cc(CCc2cc(N)[nH]n2)cc(OC)c1, C[Al](C)C, Cc1ccccc1, CCOC(=O)c1ccc(N2CCCN(C3CC3)CC2)cc1. Product: COc1cc(CCc2cc(NC(=O)c3ccc(N4CCCN(C5CC5)CC4)cc3)[nH]n2)cc(OC)c1. RXN SMILES: [CH3:22][O:23][c:24]1[cH:25][c:26]([CH2:32][CH2:33][c:34]2[cH:35][c:36]([NH2:39])[nH:37][n:38]2)[cH:27][c:28]([O:30][CH3:31])[cH:29]1.[CH3:40][Al:41]([CH3:42])[CH3:43].[CH3:44][c:45]1[cH:46][cH:47][cH:48][cH:49][cH:50]1.[CH:1]1([N:4]2[CH2:5][CH2:6][N:7]([c:11]3[cH:12][cH:13][c:14]([C:15]([O:17][CH2:16][CH3:18])=[O:19])[cH:20][cH:21]3)[CH2:8][CH2:9][CH2:10]2)[CH2:2][CH2:3]1>>[CH:1]1([N:4]2[CH2:5][CH2:6][N:7]([c:11]3[cH:12][cH:13][c:14]([C:15](=[O:17])[NH:39][c:36]4[cH:35][c:34]([CH2:33][CH2:32][c:26]5[cH:25][c:24]([O:23][CH3:22])[cH:29][c:28]([O:30][CH3:31])[cH:27]5)[n:38][nH:37]4)[cH:20][cH:21]3)[CH2:8][CH2:9][CH2:10]2)[CH2:2][CH2:3]1. Starting materials: C1(CCCCC1)CC1=CNC2=CC=C(C=C12)OC1=C(C=C(C=O)C=C1C(F)(F)F)C(F)(F)F (4-(3-Cyclohexylmethyl-1H-indol-5-yloxy)-3,5-bis-trifluoromethyl-benzaldehyde), [BH4-].[Na+] (sodium borohydride). Yields the product C1(CCCCC1)CC1=CNC2=CC=C(C=C12)OC1=C(C=C(CO)C=C1C(F)(F)F)C(F)(F)F (4-(3-Cyclohexylmethyl-1H-indol-5-yloxy)-3,5-bis-trifluoromethyl-benzyl alcohol). As a reaction SMILES: [CH:1]1([CH2:7][C:8]2[C:16]3[C:11](=[CH:12][CH:13]=[C:14]([O:17][C:18]4[C:25]([C:26]([F:29])([F:28])[F:27])=[CH:24][C:21]([CH:22]=[O:23])=[CH:20][C:19]=4[C:30]([F:33])([F:32])[F:31])[CH:15]=3)[NH:10][CH:9]=2)[CH2:6][CH2:5][CH2:4][CH2:3][CH2:2]1.[BH4-].[Na+]>>[CH:1]1([CH2:7][C:8]2[C:16]3[C:11](=[CH:12][CH:13]=[C:14]([O:17][C:18]4[C:19]([C:30]([F:31])([F:32])[F:33])=[CH:20][C:21]([CH2:22][OH:23])=[CH:24][C:25]=4[C:26]([F:29])([F:27])[F:28])[CH:15]=3)[NH:10][CH:9]=2)[CH2:6][CH2:5][CH2:4][CH2:3][CH2:2]1 |f:1.2|. Procedure: Preparation is carried out in analogy to the procedure of Example VI from 2.20 g (4.29 mmol) of aldehyde derivative from Example XX with 0.49 g (12.86 mmol) of sodium borohydride. Reactants: ClC1=CC=C(C=C1)C1=NC(=NC(=C1)C(F)(F)F)N1C=NC(=C1)I (4-(4-Chloro-phenyl)-2-(4-iodo-imidazol-1-yl)-6-trifluoromethyl-pyrimidine), C(C)(C)(C)NS(=O)(=O)C=1SC(=CC1)B1OC(C(O1)(C)C)(C)C (N-tert-Butyl-5-(4,4,5,5-tetramethyl-1,3,2-dioxaborolan-2-yl)-thiophene-2-sulfonamide). Yields the product C(C)(C)(C)NS(=O)(=O)C=1SC(=CC1)C=1N=CN(C1)C1=NC(=CC(=N1)C1=CC=C(C=C1)Cl)C(F)(F)F (5-{1-[4-(4-Chloro-phenyl)-6-trifluoromethyl-pyrimidin-2-yl]-1H-imidazol-4-yl}-thiophene-2-sulfonic acid tert-butyl amide), solid. RXN SMILES: [Cl:1][C:2]1[CH:7]=[CH:6][C:5]([C:8]2[CH:13]=[C:12]([C:14]([F:17])([F:16])[F:15])[N:11]=[C:10]([N:18]3[CH:22]=[C:21](I)[N:20]=[CH:19]3)[N:9]=2)=[CH:4][CH:3]=1.[C:24]([NH:28][S:29]([C:32]1[S:33][C:34](B2OC(C)(C)C(C)(C)O2)=[CH:35][CH:36]=1)(=[O:31])=[O:30])([CH3:27])([CH3:26])[CH3:25]>>[C:24]([NH:28][S:29]([C:32]1[S:33][C:34]([C:21]2[N:20]=[CH:19][N:18]([C:10]3[N:9]=[C:8]([C:5]4[CH:6]=[CH:7][C:2]([Cl:1])=[CH:3][CH:4]=4)[CH:13]=[C:12]([C:14]([F:17])([F:16])[F:15])[N:11]=3)[CH:22]=2)=[CH:35][CH:36]=1)(=[O:30])=[O:31])([CH3:27])([CH3:25])[CH3:26]. Reported procedure: 5-{1-[4-(4-Chloro-phenyl)-6-trifluoromethyl-pyrimidin-2-yl]-1H-imidazol-4-yl}-thiophene-2-sulfonic acid tert-butyl amide was prepared from 4-(4-chloro-phenyl)-2-(4-iodo-imidazol-1-yl)-6-trifluoromethyl-pyrimidine (example E.70) (0.68 g, 1.5 mmol) and N-tert-butyl-5-(4,4,5,5-tetramethyl-1,3,2-dioxaborolan-2-yl)-thiophene-2-sulfonamide (example F.1) (0.62 g, 1.8 mmol) according to the general procedure VI. Obtained as a light brown solid (0.52 g), which was subsequently deprotected.